Dataset: the Open Reaction Database (ORD), a public repository of structured organic reaction records. Task: describe an organic reaction: reactants, conditions, products, and yield The reactants are C(CO)(=O)O (glycolic acid), C(CN)N (ethylenediamine), C(CO)(=O)[O-] (glycolate), C(CO)(=O)[O-] (glycolate), C(CO)(=O)[O-] (glycolate). Run in aqueous solution. Conditions: temperature 15 celsius, time 31 hour. Yields the product C(C=O)(=O)[O-] (glyoxylate), C(C(=O)[O-])(=O)[O-] (oxalate), C(=O)[O-] (formate). As a reaction SMILES: [C:1]([OH:5])(=[O:4])[CH2:2][OH:3].C(N)CN.[C:10]([O-:14])(=[O:13])[CH2:11][OH:12]>>[C:1]([O-:5])(=[O:4])[CH:2]=[O:3].[C:11]([O-:3])(=[O:12])[C:10]([O-:14])=[O:13].[CH:1]([O-:5])=[O:4]. Reported procedure: Into a 3 ounce Fischer-Porter glass aerosol reaction vessel were placed a magnetic stirring bar and 10 mL of an aqueous solution containing glycolic acid (2000 mM), ethylenediamine (2100 mM), FMN (0.01 mM), glycolate oxidase (from spinach; 1.2 IU/mL), and catalase (from Aspergillus niger; 1400 IU/mL). The final pH of this solution was 9.0. The reaction vessel was sealed and the reaction mixture was cooled to 15° C., then the vessel was flushed with oxygen by pressurizing to 70 psig and venting t... Yields the product C1(CCCCC1)C1=CC(=C(C=C1)C(C(=O)O)C)O (2-(4-cyclohexyl-2-hydroxyphenyl)propionic acid). Reported procedure: 2 g of 2-(3-cyclohexyl-phenoxy)propionic acid in 180 cc of 95% ethanol are irradiated with a 150 Watt mercury high pressure burner for 2 hours in an atmosphere of argon and while cooling with water. The solution is concentrated by evaporation and the residue is chromatographed on 150 g of silica gel. By-products are first eluted with ethyl acetate/hexane (1:1). Elution with ethyl acetate finally yields pure 2-(4-cyclohexyl-2-hydroxyphenyl)propionic acid. Starting materials: C1(CCCCC1)C=1C=C(OC(C(=O)O)C)C=CC1 (2-(3-cyclohexyl-phenoxy)propionic acid), O (water). As a reaction SMILES: [CH:1]1([C:7]2[CH:8]=[C:9]([CH:16]=[CH:17][CH:18]=2)[O:10]C(C)C(O)=O)[CH2:6][CH2:5][CH2:4][CH2:3][CH2:2]1.[OH2:19]>C(O)C.[Hg]>[CH:1]1([C:7]2[CH:18]=[CH:17][C:16]([CH:8]([CH3:7])[C:9]([OH:10])=[O:19])=[C:9]([OH:10])[CH:8]=2)[CH2:2][CH2:3][CH2:4][CH2:5][CH2:6]1. Run in C(C)O (ethanol). Reagents/catalysts: [Hg] (mercury). Reactants: COc1ccc(C2=NN(C3CCNCC3)C(=O)C2(C)C)cc1OC, Cc1ccc(OC(F)(F)F)cc1C(=O)O. The product is COc1ccc(C2=NN(C3CCN(C(=O)c4cc(OC(F)(F)F)ccc4C)CC3)C(=O)C2(C)C)cc1OC. RXN SMILES: [CH3:1][O:2][c:3]1[cH:4][c:5]([C:11]2=[N:15][N:14]([CH:16]3[CH2:17][CH2:18][NH:19][CH2:20][CH2:21]3)[C:13](=[O:22])[C:12]2([CH3:23])[CH3:24])[cH:6][cH:7][c:8]1[O:9][CH3:10].[CH3:25][c:26]1[c:27]([C:28](=[O:29])[OH:30])[cH:31][c:32]([O:35][C:36]([F:37])([F:38])[F:39])[cH:33][cH:34]1>>[CH3:1][O:2][c:3]1[cH:4][c:5]([C:11]2=[N:15][N:14]([CH:16]3[CH2:17][CH2:18][N:19]([C:28]([c:27]4[c:26]([CH3:25])[cH:34][cH:33][c:32]([O:35][C:36]([F:37])([F:38])[F:39])[cH:31]4)=[O:29])[CH2:20][CH2:21]3)[C:13](=[O:22])[C:12]2([CH3:23])[CH3:24])[cH:6][cH:7][c:8]1[O:9][CH3:10]. Reactants: C(C)(C)(C)OC(=O)N1CC(CCC1)N1N=CC=2C1=NC=NC2Cl (3-(4-Chloro-pyrazolo[3,4-d]pyrimidin-1-yl)-piperidine-1-carboxylic acid tert-butyl ester), C(C)(C)(C)OC(=O)N1CC(CCC1)N1N=CC=2C1=NC=NC2Cl (3-(4-Chloro-pyrazolo[3,4-d]pyrimidin-1-yl)-piperidine-1-carboxylic acid tert-butyl ester), OC1=C(C#N)C=CC=C1 (2-hydroxybenzonitrile), C([O-])([O-])=O.[K+].[K+] (potassium carbonate). Solvent: CN(C=O)C (dimethylformamide). Reaction conditions: temperature 160 celsius. Product: ethyl acetate hexanes, C(C)(C)(C)OC(=O)N1CC(CCC1)N1N=CC=2C1=NC=NC2OC2=C(C=CC=C2)C#N (3-[4-(2-cyano-phenoxy)-pyrazolo[3,4-d]pyrimidin-1-yl]-piperidine-1-carboxylic acid tert-butyl ester). Isolated yield 43.6%. As a reaction SMILES: [C:1]([O:5][C:6]([N:8]1[CH2:13][CH2:12][CH2:11][CH:10]([N:14]2[C:18]3=[N:19][CH:20]=[N:21][C:22](Cl)=[C:17]3[CH:16]=[N:15]2)[CH2:9]1)=[O:7])([CH3:4])([CH3:3])[CH3:2].[OH:24][C:25]1[CH:32]=[CH:31][CH:30]=[CH:29][C:26]=1[C:27]#[N:28].C(=O)([O-])[O-].[K+].[K+]>CN(C)C=O>[C:1]([O:5][C:6]([N:8]1[CH2:13][CH2:12][CH2:11][CH:10]([N:14]2[C:18]3=[N:19][CH:20]=[N:21][C:22]([O:24][C:25]4[CH:32]=[CH:31][CH:30]=[CH:29][C:26]=4[C:27]#[N:28])=[C:17]3[CH:16]=[N:15]2)[CH2:9]1)=[O:7])([CH3:4])([CH3:3])[CH3:2] |f:2.3.4|. Procedure: A mixture of 3-(4-Chloro-pyrazolo[3,4-d]pyrimidin-1-yl)-piperidine-1-carboxylic acid tert-butyl ester (Intermediate 32; 40 mg, 0.12 mmol), 2-hydroxybenzonitrile (available from Aldrich Chemical Company, Inc., Milwaukee, Wis., USA 15.5 mg, 0.13 mmol) and potassium carbonate (15 mg, 0.25 mmol) in dimethylformamide (0.6 mL) was heated in a microwave oven at 160° C. for 10 min. The reaction mixed was cooled and filtered. Volatiles were evaporated and the residue purified twice by chromatography on s...